From a dataset of the Open Reaction Database (ORD), a public repository of structured organic reaction records. describe an organic reaction: reactants, conditions, products, and yield Starting materials: NC=1N=CC(=NC1C#CC1=CC(=CC=C1)O)C1=CC=C(C=C1)S(=O)(=O)C1CCN(CC1)C(=O)OC(C)(C)C (tert-Butyl 4-[4-[5-amino-6-[2-(3-hydroxyphenyl)ethynyl]pyrazin-2-yl]phenyl]sulfonylpiperidine-1-carboxylate), C(=O)(C(F)(F)F)O (TFA). Solvent: C(Cl)Cl (DCM). Reaction conditions: time 4 hour. The product is mono-TFA, NC=1C(=NC(=CN1)C1=CC=C(C=C1)S(=O)(=O)C1CCNCC1)C#CC=1C=C(C=CC1)O (3-[2-[3-Amino-6-[4-(4-piperidylsulfonyl)phenyl]pyrazin-2-yl]ethynyl]phenol). The yield is 6.9%. As a reaction SMILES: [NH2:1][C:2]1[N:3]=[CH:4][C:5]([C:17]2[CH:22]=[CH:21][C:20]([S:23]([CH:26]3[CH2:31][CH2:30][N:29](C(OC(C)(C)C)=O)[CH2:28][CH2:27]3)(=[O:25])=[O:24])=[CH:19][CH:18]=2)=[N:6][C:7]=1[C:8]#[C:9][C:10]1[CH:15]=[CH:14][CH:13]=[C:12]([OH:16])[CH:11]=1.C(O)(C(F)(F)F)=O>C(Cl)Cl>[NH2:1][C:2]1[C:7]([C:8]#[C:9][C:10]2[CH:11]=[C:12]([OH:16])[CH:13]=[CH:14][CH:15]=2)=[N:6][C:5]([C:17]2[CH:22]=[CH:21][C:20]([S:23]([CH:26]3[CH2:31][CH2:30][NH:29][CH2:28][CH2:27]3)(=[O:24])=[O:25])=[CH:19][CH:18]=2)=[CH:4][N:3]=1. Procedure details: Crude tert-butyl 4-[4-[5-amino-6-[2-(3-hydroxyphenyl)ethynyl]pyrazin-2-yl]phenyl]sulfonylpiperidine-1-carboxylate (184.3 mg, 0.3447 mmol—assumed quantitative yield from Step 3) was dissolved in DCM (5 mL) and TFA (1 mL, 12.98 mmol) was added. The reaction mixture was stirred at ambient temperature for 4 hours. The solvent was removed in vacuo and the residue azeotroped with DCM (×2) and ether (×2). The material was purified by reverse phase preparative HPLC [Waters Sunfire C18, 10 μM, 100 Å colu... Starting materials: BrC=1C=C(C(=O)O)C=C(C1)SC1CCCC1 (3-bromo-5-(cyclopentylthio)benzoic acid), C(C)(=O)Cl (acetyl chloride). Run in CO (methanol). Product: BrC=1C=C(C(=O)OC)C=C(C1)SC1CCCC1 (Methyl 3-bromo-5-(cyclopentylthio)benzoate). RXN SMILES: [Br:1][C:2]1[CH:3]=[C:4]([CH:8]=[C:9]([S:11][CH:12]2[CH2:16][CH2:15][CH2:14][CH2:13]2)[CH:10]=1)[C:5]([OH:7])=[O:6].[C:17](Cl)(=O)C>CO>[Br:1][C:2]1[CH:3]=[C:4]([CH:8]=[C:9]([S:11][CH:12]2[CH2:13][CH2:14][CH2:15][CH2:16]2)[CH:10]=1)[C:5]([O:7][CH3:17])=[O:6]. Procedure details: A solution of 3-bromo-5-(cyclopentylthio)benzoic acid (1.49 g, 4.95 mmol) in methanol (40 mL) was treated with acetyl chloride (3.87 mL, 54.4 mmol) at 0° C. The reaction mixture was heated to reflux overnight, and then concentrated under reduced pressure. The residue was purified by flash chromatography (0-20% EtOAc/hexane) to afford the title compound as a colorless oil. Reactants: NC=1C=C(C=CC1F)N(C1=CC=C2C(=N1)SC(=N2)NC(=O)C2CC2)C (N-{5-[(3-Amino-4-fluorophenyl)(methyl)amino][1,3]thiazolo[5,4-b]pyridin-2-yl}cyclopropanecarboxamide), C(C)(C)(C)C1=CC=C(C=C1)N=C=O (1-tert-butyl-4-isocyanatobenzene). Solvent: CN(C=O)C (N,N-dimethylformamide), C(C)(=O)OCC (ethyl acetate). Conditions: time 6 hour. Yields the product C(C)(C)(C)C1=CC=C(C=C1)NC(=O)NC=1C=C(C=CC1F)N(C1=CC=C2C(=N1)SC(=N2)NC(=O)C2CC2)C (N-{5-[(3-{[(4-tert-butylphenyl)carbamoyl]amino-}-4-fluorophenyl)(methyl)amino][1,3]thiazolo[5,4-b]pyridin-2-yl}cyclopropanecarboxamide). Yield: 17.1%. As a reaction SMILES: [NH2:1][C:2]1[CH:3]=[C:4]([N:9]([CH3:25])[C:10]2[N:15]=[C:14]3[S:16][C:17]([NH:19][C:20]([CH:22]4[CH2:24][CH2:23]4)=[O:21])=[N:18][C:13]3=[CH:12][CH:11]=2)[CH:5]=[CH:6][C:7]=1[F:8].[C:26]([C:30]1[CH:35]=[CH:34][C:33]([N:36]=[C:37]=[O:38])=[CH:32][CH:31]=1)([CH3:29])([CH3:28])[CH3:27]>CN(C)C=O.C(OCC)(=O)C>[C:26]([C:30]1[CH:35]=[CH:34][C:33]([NH:36][C:37]([NH:1][C:2]2[CH:3]=[C:4]([N:9]([CH3:25])[C:10]3[N:15]=[C:14]4[S:16][C:17]([NH:19][C:20]([CH:22]5[CH2:23][CH2:24]5)=[O:21])=[N:18][C:13]4=[CH:12][CH:11]=3)[CH:5]=[CH:6][C:7]=2[F:8])=[O:38])=[CH:32][CH:31]=1)([CH3:29])([CH3:27])[CH3:28]. Procedure details: N-{5-[(3-Amino-4-fluorophenyl)(methyl)amino][1,3]thiazolo[5,4-b]pyridin-2-yl}cyclopropanecarboxamide (120 mg, 0.34 mmol) produced in Example 1(x) was dissolved in N,N-dimethylformamide (1.5 mL), 1-tert-butyl-4-isocyanatobenzene (72 μL, 0.40 mmol) was added, and the mixture was stirred at room temperature for 6 hr. The reaction mixture was diluted with ethyl acetate (10 mL), and washed successively with saturated aqueous sodium hydrogen carbonate solution (10 mL) and saturated brine (10 mL). The ... Reactants: C(C)(C)(C)OC(CN1C=C(C2=CC(=CC=C12)OC(F)(F)F)C(C)=O)=O ((3-acetyl-5-trifluoromethoxy-indol-1-yl)-acetic acid tert-butyl ester), C(=O)(C(F)(F)F)O (TFA). Run in C(Cl)Cl (CH2Cl2), CO (MeOH), C(Cl)Cl (CH2Cl2). Run at time 8 hour. Yields the product C(C)(=O)C1=CN(C2=CC=C(C=C12)OC(F)(F)F)CC(=O)O ((3-Acetyl-5-trifluoromethoxy-indol-1-yl)-acetic acid). As a reaction SMILES: C([O:5][C:6](=[O:25])[CH2:7][N:8]1[C:16]2[C:11](=[CH:12][C:13]([O:17][C:18]([F:21])([F:20])[F:19])=[CH:14][CH:15]=2)[C:10]([C:22](=[O:24])[CH3:23])=[CH:9]1)(C)(C)C.C(O)(C(F)(F)F)=O>C(Cl)Cl.CO>[C:22]([C:10]1[C:11]2[C:16](=[CH:15][CH:14]=[C:13]([O:17][C:18]([F:20])([F:21])[F:19])[CH:12]=2)[N:8]([CH2:7][C:6]([OH:25])=[O:5])[CH:9]=1)(=[O:24])[CH3:23]. Reported procedure: To a solution of (3-acetyl-5-trifluoromethoxy-indol-1-yl)-acetic acid tert-butyl ester (680 mg, 1.90 mmol) in CH2Cl2 (10 mL) was added TFA (1.47 mL, 19.0 mmol), and stirring was continued at RT overnight. The reaction mixture was then diluted with CH2Cl2 and MeOH, and volatiles were evaporated under reduced pressure. The residue was taken up in MeOH and then evaporated again. The crude material was taken up in 1M aqueous NaOH solution (5 mL), and the water layer was washed with CH2Cl2 and subseq...